From a dataset of the Open Reaction Database (ORD), a public repository of structured organic reaction records. describe an organic reaction: reactants, conditions, products, and yield Starting materials: S1C=C(C=C1)C(=O)O (3-thiophenecarboxylic acid), C(C)(C)OC(C)C (diisopropyl ether), [N+](=O)(O)[O-].O([N+](=O)[O-])CCN (nitroxyethylamine nitrate). Product: O([N+](=O)[O-])CCNC(=O)C1=CSC=C1 (N-(2-Nitroxyethyl)-3-thiophenecarboxamide). The yield is 35.2%. Reaction SMILES: [S:1]1[CH:5]=[CH:4][C:3]([C:6]([OH:8])=O)=[CH:2]1.[N+]([O-])(O)=O.[O:13]([CH2:17][CH2:18][NH2:19])[N+:14]([O-:16])=[O:15].C(OC(C)C)(C)C>>[O:13]([CH2:17][CH2:18][NH:19][C:6]([C:3]1[CH:4]=[CH:5][S:1][CH:2]=1)=[O:8])[N+:14]([O-:16])=[O:15] |f:1.2|. Reported procedure: Following a similar treatment to that in Example 2 and using 0.55 g of 3-thiophenecarboxylic acid and 0.60 g of nitroxyethylamine nitrate, 0.27 g of the title compound was obtained as colorless plates (solvent for recrystallization; diisopropyl ether). The reactants are CCCC[N+](CCCC)(CCCC)CCCC.[F-] (TBAF), [Si](C)(C)(C(C)(C)C)O[C@@H]1C[C@H](N2C(/C(/CC[C@@H]2C1)=C/C1=CC(=C(C=C1)N1C=NC(=C1)C)OC)=O)C1=CC(=C(C(=C1)F)F)F ((E)-(6S*,8S*,9aR*)-8-(tert-butydimethylsilanyloxy)-6-(3,4,5-trifluorophenyl)-3-[3-methoxy-4-(4-methyl-1H-imidazol-1-yl)benzylidene]octahydroquinolizin-4-one), [Cl-].[NH4+] (ammonium chloride), C(C)(=O)OCC (ethyl acetate). Run in C1CCOC1 (THF). Conditions: time 8 hour. Yields the product FC=1C=C(C=C(C1F)F)[C@H]1N2C(/C(/CC[C@@H]2C[C@@H](C1)O)=C/C1=CC(=C(C=C1)N1C=NC(=C1)C)OC)=O ((E)-(6S*,8S*,9aR*)-6-(3,4,5-trifluorophenyl)-8-hydroxy-3-[3-methoxy-4-(4-methyl-1H-imidazol-1-yl)benzylidene]octahydroquinolizin-4-one). The yield is 70.8%. As a reaction SMILES: CCCC[N+](CCCC)(CCCC)CCCC.[F-].[Si]([O:26][C@H:27]1[CH2:36][C@@H:35]2[N:30]([C:31](=[O:52])/[C:32](=[CH:37]/[C:38]3[CH:43]=[CH:42][C:41]([N:44]4[CH:48]=[C:47]([CH3:49])[N:46]=[CH:45]4)=[C:40]([O:50][CH3:51])[CH:39]=3)/[CH2:33][CH2:34]2)[C@H:29]([C:53]2[CH:58]=[C:57]([F:59])[C:56]([F:60])=[C:55]([F:61])[CH:54]=2)[CH2:28]1)(C(C)(C)C)(C)C.[Cl-].[NH4+].C(OCC)(=O)C>C1COCC1>[F:59][C:57]1[CH:58]=[C:53]([C@@H:29]2[CH2:28][C@@H:27]([OH:26])[CH2:36][C@@H:35]3[N:30]2[C:31](=[O:52])/[C:32](=[CH:37]/[C:38]2[CH:43]=[CH:42][C:41]([N:44]4[CH:48]=[C:47]([CH3:49])[N:46]=[CH:45]4)=[C:40]([O:50][CH3:51])[CH:39]=2)/[CH2:33][CH2:34]3)[CH:54]=[C:55]([F:61])[C:56]=1[F:60] |f:0.1,3.4|. Procedure: TBAF (1.0 M solution in THF, 144 μL) was added to a solution of (E)-(6S*,8S*,9aR*)-8-(tert-butydimethylsilanyloxy)-6-(3,4,5-trifluorophenyl)-3-[3-methoxy-4-(4-methyl-1H-imidazol-1-yl)benzylidene]octahydroquinolizin-4-one (44.1 mg) in THF (1.0 mL), and the reaction solution was stirred at room temperature overnight. A saturated ammonium chloride solution and ethyl acetate were added to the reaction solution, and the organic layer was separated. The resulting organic layer was washed with brine, d...